From a dataset of the Open Reaction Database (ORD), a public repository of structured organic reaction records. describe an organic reaction: reactants, conditions, products, and yield Starting materials: NC1=C2C(=NC=N1)N(N=C2C2=CC(=C(C=C2)NC(C(CC2=CC=CC=C2)(C)C)=O)OC)[C@@H]2CC[C@H](CC2)N2CCN(CC2)C (trans-N1-(4-{4-amino-1-[4-(4-methylpiperazino)cyclohexyl]-1H-pyrazolo[3,4-d]pyrimidin-3-yl}-2-methoxyphenyl)-2,2-dimethyl-3-phenylpropanamide), C(\C=C/C(=O)O)(=O)O (maleic acid). Run in C(C)(=O)OCC (ethyl acetate), C(C)(=O)OCC (ethyl acetate). Product: C(\C=C/C(=O)O)(=O)O.C(\C=C/C(=O)O)(=O)O.C(\C=C/C(=O)O)(=O)O.NC1=C2C(=NC=N1)N(N=C2C2=CC(=C(C=C2)NC(C(CC2=CC=CC=C2)(C)C)=O)OC)[C@@H]2CC[C@H](CC2)N2CCN(CC2)C (trans-N1-(4-{4-amino-1-[4-(4-methylpiperazino)cyclohexyl]-1H-pyrazolo[3,4-d]pyrimidin-3-yl}-2-methoxyphenyl)-2,2-dimethyl-3-phenylpropanamide tri-maleate). Isolated yield 83.2%. As a reaction SMILES: [NH2:1][C:2]1[N:7]=[CH:6][N:5]=[C:4]2[N:8]([C@H:32]3[CH2:37][CH2:36][C@H:35]([N:38]4[CH2:43][CH2:42][N:41]([CH3:44])[CH2:40][CH2:39]4)[CH2:34][CH2:33]3)[N:9]=[C:10]([C:11]3[CH:16]=[CH:15][C:14]([NH:17][C:18](=[O:29])[C:19]([CH3:28])([CH3:27])[CH2:20][C:21]4[CH:26]=[CH:25][CH:24]=[CH:23][CH:22]=4)=[C:13]([O:30][CH3:31])[CH:12]=3)[C:3]=12.[C:45]([OH:52])(=[O:51])/[CH:46]=[CH:47]\[C:48]([OH:50])=[O:49]>C(OCC)(=O)C>[C:45]([OH:52])(=[O:51])/[CH:46]=[CH:47]\[C:48]([OH:50])=[O:49].[C:45]([OH:52])(=[O:51])/[CH:46]=[CH:47]\[C:48]([OH:50])=[O:49].[C:45]([OH:52])(=[O:51])/[CH:46]=[CH:47]\[C:48]([OH:50])=[O:49].[NH2:1][C:2]1[N:7]=[CH:6][N:5]=[C:4]2[N:8]([C@H:32]3[CH2:37][CH2:36][C@H:35]([N:38]4[CH2:39][CH2:40][N:41]([CH3:44])[CH2:42][CH2:43]4)[CH2:34][CH2:33]3)[N:9]=[C:10]([C:11]3[CH:16]=[CH:15][C:14]([NH:17][C:18](=[O:29])[C:19]([CH3:27])([CH3:28])[CH2:20][C:21]4[CH:22]=[CH:23][CH:24]=[CH:25][CH:26]=4)=[C:13]([O:30][CH3:31])[CH:12]=3)[C:3]=12 |f:3.4.5.6|. Procedure details: A solution of trans-3-(4-amino-3-methoxyphenyl)-1-[4-(4-methylpiperazino)cyclohexyl]-1H-pyrazolo[3,4-d]pyrimidin-4-amine (0.250 g, 0.573 mmol) in pyridine (3 mL) at 0° C. was treated with 2,2-dimethyl-3-phenylpropanoyl chloride (0.304 g, 1.55 mmol). The reaction mixture was stirred for 10 min at 0° C. The ice bath was removed and the reaction mixture was stirred at room temperature for 5 h. Solvent was removed under reduced pressure to dryness. Dichloromethane (15 mL) and saturated sodium bicarb... Starting materials: C1CCCCC1, C[Al](C)C, CCCCCC, COc1cc(F)c(C(C)(Cl)C(F)(F)F)c(F)c1. Product: COc1cc(F)c(C(C)(C)C(F)(F)F)c(F)c1. Reaction SMILES: [CH2:1]1[CH2:2][CH2:3][CH2:4][CH2:5][CH2:6]1.[CH3:24][Al:25]([CH3:26])[CH3:27].[CH3:28][CH2:29][CH2:30][CH2:31][CH2:32][CH3:33].[Cl:7][C:8]([C:9]([F:10])([F:11])[F:12])([CH3:13])[c:14]1[c:15]([F:23])[cH:16][c:17]([O:21][CH3:22])[cH:18][c:19]1[F:20]>>[CH3:1][C:8]([C:9]([F:10])([F:11])[F:12])([CH3:13])[c:14]1[c:15]([F:23])[cH:16][c:17]([O:21][CH3:22])[cH:18][c:19]1[F:20].